From a dataset of the Open Reaction Database (ORD), a public repository of structured organic reaction records. describe an organic reaction: reactants, conditions, products, and yield Starting materials: CCOC(=O)CCNC(=O)c1ccc(NC(CCCCSC)c2oc3ccc(OC)cc3c2C)cc1, CCO, [Na+], C1CCOC1, [OH-]. Yields the product COc1ccc2oc(C(CCCCSC)Nc3ccc(C(=O)NCCC(=O)O)cc3)c(C)c2c1. RXN SMILES: [CH3:1][O:2][c:3]1[cH:4][cH:5][c:6]2[c:7]([c:8]([CH3:35])[c:9]([CH:11]([CH2:12][CH2:13][CH2:14][CH2:15][S:16][CH3:17])[NH:18][c:19]3[cH:20][cH:21][c:22]([C:25](=[O:26])[NH:27][CH2:28][CH2:29][C:30](=[O:31])[O:32][CH2:33][CH3:34])[cH:23][cH:24]3)[o:10]2)[cH:36]1.[CH3:44][CH2:45][OH:46].[Na+:43].[O:37]1[CH2:38][CH2:39][CH2:40][CH2:41]1.[OH-:42]>>[CH3:1][O:2][c:3]1[cH:4][cH:5][c:6]2[c:7]([c:8]([CH3:35])[c:9]([CH:11]([CH2:12][CH2:13][CH2:14][CH2:15][S:16][CH3:17])[NH:18][c:19]3[cH:20][cH:21][c:22]([C:25](=[O:26])[NH:27][CH2:28][CH2:29][C:30](=[O:31])[OH:32])[cH:23][cH:24]3)[o:10]2)[cH:36]1.